From a dataset of the Open Reaction Database (ORD), a public repository of structured organic reaction records. describe an organic reaction: reactants, conditions, products, and yield The solvent is O (water). Reactants: Cl.FC1(C[C@@H](CC1)[C@](C(=O)OCCC1CCN(CC1)C=N)(C1=CC=CC=C1)O)F (2-(1-(iminomethyl)piperidin-4-yl)ethyl (2R)-2-((1R)-3,3-difluorocyclopentyl)-2-hydroxy-2-phenylethanoate monohydrochloride), [Br-].[Na+] (sodium bromide). As a reaction SMILES: Cl.[F:2][C:3]1([F:29])[CH2:7][CH2:6][C@@H:5]([C@@:8]([OH:28])([C:22]2[CH:27]=[CH:26][CH:25]=[CH:24][CH:23]=2)[C:9]([O:11][CH2:12][CH2:13][CH:14]2[CH2:19][CH2:18][N:17]([CH:20]=[NH:21])[CH2:16][CH2:15]2)=[O:10])[CH2:4]1.[Br-:30].[Na+]>O>[BrH:30].[F:29][C:3]1([F:2])[CH2:7][CH2:6][C@@H:5]([C@@:8]([OH:28])([C:22]2[CH:23]=[CH:24][CH:25]=[CH:26][CH:27]=2)[C:9]([O:11][CH2:12][CH2:13][CH:14]2[CH2:15][CH2:16][N:17]([CH:20]=[NH:21])[CH2:18][CH2:19]2)=[O:10])[CH2:4]1 |f:0.1,2.3,5.6|. Procedure: A solution of 50 mg of 2-(1-(iminomethyl)piperidin-4-yl)ethyl (2R)-2-((1R)-3,3-difluorocyclopentyl)-2-hydroxy-2-phenylethanoate monohydrochloride in 2 ml of ultrapure water was developed on reversed phase medium pressure liquid chromatography [ODS-AQ 120-S50 (YMC Co.)], and 60 ml of 0.2 M aqueous sodium bromide solution was flowed. After washing with 100 ml of ultrapure water, the title compound was eluted from tetrahydrofuran/water=1/5, and 35 mg thereof was obtained as a colorless solid upon c... The product is Br.FC1(C[C@@H](CC1)[C@](C(=O)OCCC1CCN(CC1)C=N)(C1=CC=CC=C1)O)F (2-(1-(Iminomethyl)piperidin-4-yl)ethyl (2R)-2-((1R)-3,3-difluorocyclopentyl)-2-hydroxy-2-phenylethanoate monohydrobromide). Reactants: FC(S(=O)(=O)O[Si](C)(C)C)(F)F (trimethylsilyl trifluoromethanesulfonate), crude product, S1C(=CC=C1)[C@]1(O)[C@@H]([C@@H](OC(C)=O)[C@H](OC(C)=O)[C@H](O1)COC(C)=O)N1C(C=2C(C1=O)=CC=CC2)=O (1-Thiophenyl-3,4,6-tri-O-acetyl-2-deoxy-2-phthalimido-β-D-glucopyranose), N(=[N+]=[N-])CCCCCCO (6-azidohexanol). Solvent: C(C)#N (acetonitrile). Yields the product C(C)(=O)OCC.CCCC(C)C (ethyl acetate isohexane). Isolated yield 69.0%. As a reaction SMILES: S1C=CC=C1[C@]1(O[C@H](COC(=O)C)[C@@H](OC(=O)C)[C@H:9]([O:10][C:11](=[O:13])[CH3:12])[C@H:8]1N1[C:30](=O)[C:29]2=[CH:32]C=[CH:34][CH:35]=[C:28]2C1=O)O.N(CCCCCCO)=[N+]=[N-].FC(F)(F)S(O[Si](C)(C)C)(=O)=O>C(#N)C>[C:11]([O:10][CH2:9][CH3:8])(=[O:13])[CH3:12].[CH3:34][CH2:35][CH2:28][CH:29]([CH3:32])[CH3:30] |f:4.5|. Reported procedure: The crude product compound [3] (0.27-7.14 g, 0.54-14.2 mmol) and 6-azidohexanol (0.27-3.54 g, 1.08-14.1 mmol) are dissolved in dry acetonitrile, at 0° C., molecular sieves (0.2-5 g, 3 Å) and trimethylsilyl trifluoromethanesulfonate (0.02-1.56 g, 0.1-7 mmol) are added. After the reaction is complete, the mixture is filtered and washed with saturated sodium bicarbonate solution. Concentration results in the crude product, which is purified by chromatography on silica gel with an ethyl acetate/isoh... Reactants: O (water), BrC1=CC=C(CBr)C=C1 (4-bromobenzyl bromide), C(=O)(OC(C)(C)C)N1CCNCC1 (N-Boc piperazine), C(=O)([O-])[O-].[K+].[K+] (K2CO3). Solvent: CN(C)C=O (DMF). Conditions: time 16 hour. Yields the product BrC1=CC=C(C=C1)CN1CCN(CC1)C(=O)OC(C)(C)C (tert-butyl 4-[(4-bromophenyl)methyl]piperazine-1-carboxylate). RXN SMILES: [Br:1][C:2]1[CH:9]=[CH:8][C:5]([CH2:6]Br)=[CH:4][CH:3]=1.[C:10]([N:17]1[CH2:22][CH2:21][NH:20][CH2:19][CH2:18]1)([O:12][C:13]([CH3:16])([CH3:15])[CH3:14])=[O:11].C([O-])([O-])=O.[K+].[K+].O>CN(C=O)C>[Br:1][C:2]1[CH:9]=[CH:8][C:5]([CH2:6][N:20]2[CH2:19][CH2:18][N:17]([C:10]([O:12][C:13]([CH3:16])([CH3:15])[CH3:14])=[O:11])[CH2:22][CH2:21]2)=[CH:4][CH:3]=1 |f:2.3.4|. Procedure details: To a mixture of 4-bromobenzyl bromide (5 g, 20 mmol) and N-Boc piperazine (4.47 g, 24 mmol) in DMF (25 mL), K2CO3 (5.52 g, 40 mmol) was added and the reaction mixture was stirred for 16 h at room temperature. After completion of reaction (monitored by TLC), the reaction mixture was poured into water (100 mL) and extracted with ethyl acetate (30 mL×3). The combined organic layers were washed with brine (100 mL), dried over anhydrous Na2SO4, filtered and concentrated under reduced pressure to give... Isolated yield 20.0%. Conditions: temperature 170 celsius. RXN SMILES: [N+]([O-])(O)=O.[F:5][C:6]1[CH:7]=[C:8]([NH:18][C:19]([NH2:21])=[NH:20])[CH:9]=[CH:10][C:11]=1[N:12]1[CH:16]=[C:15]([CH3:17])[N:14]=[CH:13]1.[CH3:22][CH:23]([CH3:34])[C:24](=O)[CH2:25][C:26](=O)[C:27]([O:29][CH2:30][CH3:31])=[O:28].C(=O)([O-])[O-].[K+].[K+]>C(O)C.C(OCC)(=O)C>[F:5][C:6]1[CH:7]=[C:8]([NH:18][C:19]2[N:21]=[C:26]([C:27]([O:29][CH2:30][CH3:31])=[O:28])[CH:25]=[C:24]([CH:23]([CH3:22])[CH3:34])[N:20]=2)[CH:9]=[CH:10][C:11]=1[N:12]1[CH:16]=[C:15]([CH3:17])[N:14]=[CH:13]1 |f:0.1,3.4.5|. Reported procedure: A mixture of N-[3-fluoro-4-(4-methyl-imidazol-1-yl)-phenyl]-guanidine nitrate (719 mg, 2.0 mmol), ethyl 5-methyl-2,4-dioxo-hexanoate (372 mg, 2.0 mmol) and potassium carbonate (138 mg, 1.0 mmol) in ethanol (5 mL) was heated in a sealed tube in a microwave oven to 170° C. for 0.5 h. The mixture was cooled, diluted with ethyl acetate (50 mL), and then washed with water (20 mL) and with brine (20 mL). The organic layer was dried over sodium sulfate and evaporated under reduced pressure. The residua... Solvent: C(C)O (ethanol), C(C)(=O)OCC (ethyl acetate). The product is FC=1C=C(C=CC1N1C=NC(=C1)C)NC1=NC(=CC(=N1)C(=O)OCC)C(C)C (Ethyl 2-[3-fluoro-4-(4-methyl-imidazol-1-yl)-phenylamino]-6-isopropyl-pyrimidine-4-carboxylate). The reactants are [N+](=O)(O)[O-].FC=1C=C(C=CC1N1C=NC(=C1)C)NC(=N)N (N-[3-fluoro-4-(4-methyl-imidazol-1-yl)-phenyl]-guanidine nitrate), CC(C(CC(C(=O)OCC)=O)=O)C (ethyl 5-methyl-2,4-dioxo-hexanoate), C([O-])([O-])=O.[K+].[K+] (potassium carbonate). Isolated yield 7.2%. Conditions: time 2 hour. Starting materials: O (Water), NC1=NC=C(C=C1)F (2-Amino-5-fluoropyridine), BrCC(=O)C1=CC=C(C=C1)C#N (2-bromo-4′-cyanoacetophenone), C(O)([O-])=O.[Na+] (sodium hydrogencarbonate). Yields the product FC=1C=CC=2N(C1)C=C(N2)C2=CC=C(C=C2)C(C)=O (1-[4-(6-Fluoroimidazo[1,2-a]pyridin-2-yl)phenyl]-1-ethanone). The solvent is C(C)O (ethanol). Procedure details: 2-Amino-5-fluoropyridine (2.5 g) and 2-bromo-4′-cyanoacetophenone (5.0 g) were dissolved in ethanol (100 mL), and sodium hydrogencarbonate (1.9 g) was added to the solution, followed by refluxing for 16 hours. Water (10 mL) was added to the reaction mixture. After the reaction mixture had been left to cool, the precipitated matter was recovered through filtration and dried, to thereby yield 4-(6-fluoroimidazo[1,2-a]pyridin-2-yl)benzonitrile (2.1 g). Subsequently, the thus-obtained 4-(6-fluoroimi... As a reaction SMILES: [NH2:1][C:2]1[CH:7]=[CH:6][C:5]([F:8])=[CH:4][N:3]=1.Br[CH2:10][C:11]([C:13]1[CH:18]=[CH:17][C:16]([C:19]#N)=[CH:15][CH:14]=1)=[O:12].[C:21](=O)([O-])O.[Na+].O>C(O)C>[F:8][C:5]1[CH:6]=[CH:7][C:2]2[N:3]([CH:21]=[C:19]([C:16]3[CH:17]=[CH:18][C:13]([C:11](=[O:12])[CH3:10])=[CH:14][CH:15]=3)[N:1]=2)[CH:4]=1 |f:2.3|. Starting materials: [BH4-].[Na+] (NaBH4), OC(/C=C/C=C/C1=CC=C(S1)C(CCCC(=O)OC)=O)CCCCCCCC (methyl 5-(5-hydroxy-1E,3E-tridecadienyl)-δ-oxo-2-thiophenepentanoate). Run in CO (methanol), CO (methanol). Run at temperature 0 celsius, time 1 hour. The product is OC(CCCC(=O)OC)C=1SC(=CC1)\C=C\C=C\C(CCCCCCCC)O (methyl δ-hydroxy-5-(5-hydroxy-1E,3E-tridecadienyl)-2-thiophenepentanoate). Isolated yield 69.7%. Reaction SMILES: [OH:1][CH:2]([CH2:21][CH2:22][CH2:23][CH2:24][CH2:25][CH2:26][CH2:27][CH3:28])/[CH:3]=[CH:4]/[CH:5]=[CH:6]/[C:7]1[S:11][C:10]([C:12](=[O:20])[CH2:13][CH2:14][CH2:15][C:16]([O:18][CH3:19])=[O:17])=[CH:9][CH:8]=1.[BH4-].[Na+]>CO>[OH:20][CH:12]([C:10]1[S:11][C:7](/[CH:6]=[CH:5]/[CH:4]=[CH:3]/[CH:2]([OH:1])[CH2:21][CH2:22][CH2:23][CH2:24][CH2:25][CH2:26][CH2:27][CH3:28])=[CH:8][CH:9]=1)[CH2:13][CH2:14][CH2:15][C:16]([O:18][CH3:19])=[O:17] |f:1.2|. Procedure details: Into 3 ml of methanol was dissolved 50 mg of the titled product of Example 28. The methanol solution was cooled to 0° C. (ice bath) and 5 mg of NaBH4 was added. The reaction mixture was stirred for 1 hour at 0° C. and then quenched with acetone. The solvent was removed from the quenched reaction mixture under reduced pressure. Water was added to the residue and it was extracted 3x with ethyl acetate. The combined extracts were dried MgSO4, filtered, and the solvent removed under reduced pressure...